From a dataset of the Open Reaction Database (ORD), a public repository of structured organic reaction records. describe an organic reaction: reactants, conditions, products, and yield Starting materials: BrC1=CC=C(C(=C1C=O)O)OC (6-bromo-2-hydroxy-3-methoxybenzaldehyde), C(=O)([O-])[O-].[K+].[K+] (K2CO3), CN(C)C=O (DMF), COS(=O)(=O)OC (dimethylsulfate). The solvent is O (water). Conditions: time 5 hour. Product: BrC1=CC=C(C(=C1C=O)OC)OC (6-Bromo-2,3-dimethoxybenzaldehyde). RXN SMILES: [Br:1][C:2]1[C:7]([CH:8]=[O:9])=[C:6]([OH:10])[C:5]([O:11][CH3:12])=[CH:4][CH:3]=1.[C:13]([O-])([O-])=O.[K+].[K+].CN(C=O)C.COS(OC)(=O)=O>O>[Br:1][C:2]1[C:7]([CH:8]=[O:9])=[C:6]([O:10][CH3:13])[C:5]([O:11][CH3:12])=[CH:4][CH:3]=1 |f:1.2.3|. Procedure: A mixture of 6-bromo-2-hydroxy-3-methoxybenzaldehyde (66.8 g, 0.29 mole), K2CO3 (powdered, 79 g, 0.57 mole), and dry DMF (250 mL) was stirred under N2 at 110° as dimethylsulfate (33.5 mL, 0.35 mole) was added dropwise. The reaction mixture was stirred at 135° for 5 hours, was cooled to room temperature, and water was added. The aqueous mixture was extracted with CH2Cl2. The combined extracts were washed with water, saturated aqueous NaCl, dried (MgSO4), filtered, and evaporated to yield ca 80 g.... Starting materials: C[Si](C)(C)C#N (Trimethylsilyl cyanide), [Cl-].[Cl-].[Cl-].[Al+3] (aluminum trichloride), COC1=C2CCCC(C2=CC=C1)=O (5-methoxy-1-tetralone). Run in C1(=CC=CC=C1)C (toluene). Run at temperature 120 celsius. Product: C(#N)COC1=C2CCC=CC2=CC=C1 (1-Cyano-5-methoxy-(3,4-dihydronaphthalene)). RXN SMILES: C[Si]([C:5]#[N:6])(C)C.[Cl-].[Cl-].[Cl-].[Al+3].[CH3:11][O:12][C:13]1[CH:22]=[CH:21][CH:20]=[C:19]2[C:14]=1[CH2:15][CH2:16][CH2:17][C:18]2=O>C1(C)C=CC=CC=1>[C:5]([CH2:11][O:12][C:13]1[CH:22]=[CH:21][CH:20]=[C:19]2[C:14]=1[CH2:15][CH2:16][CH:17]=[CH:18]2)#[N:6] |f:1.2.3.4|. Procedure: Trimethylsilyl cyanide (28.2 g) and a catalytic amount of aluminum trichloride was added to a toluene solution of 5-methoxy-1-tetralone (25 g) and the reaction heated for 2 hours. The solution was evaporated to dryness. Pyridine (100 ml) was then added, followed by dropwise addition of phosphorous oxychloride (40 ml). Upon complete addition the reaction was heated to 120° C. for 2 hours. The reaction was cooled and poured onto ice containing aqueous hydrochloric acid. The mixture was extracted w... Reactants: ClC=1C=C(C(=O)OO)C=CC1 (m-Chloroperoxybenzoic acid), ClC1=C(C(=O)NCC23CC4CC(CC(C2)C4)C3)C=C(C=C1)C=C (2-chloro-5-ethenyl-N-(tricyclo[3.3.1.13,7]dec-1-ylmethyl)benzamide), (S,S)-[N,N′-bis(3,5-di-tertbutylsalicylidene)-1,2-cyclohexanediaminato(2-)]manganese(III) chloride, CN1CCOCC1 (N-methylmorpholine), Cl (hydrogen chloride), ClC=1C=C(C(=O)OO)C=CC1 (mCPBA), CN (methylamine), [OH-].[Na+] (Sodium hydroxide). Run in ClCCl (dichloromethane). Run at time 8 hour. Yields the product Cl.ClC1=C(C(=O)NCC23CC4CC(CC(C2)C4)C3)C=C(C=C1)[C@@H](CNC)O (2-Chloro-5-[(1S)-1-hydroxy-2-(methylamino)ethyl]-N-(tricyclo[3.3.1.13,7]dec-1-ylmethyl)benzamide hydrochloride). RXN SMILES: [Cl:1]C1C=C(C=CC=1)C(OO)=O.[Cl:12][C:13]1[CH:32]=[CH:31][C:30](C=C)=[CH:29][C:14]=1[C:15]([NH:17][CH2:18][C:19]12[CH2:28][CH:23]3[CH2:24][CH:25]([CH2:27][CH:21]([CH2:22]3)[CH2:20]1)[CH2:26]2)=[O:16].C[N:36]1[CH2:41][CH2:40][O:39]C[CH2:37]1.[OH-].[Na+].CN.Cl>ClCCl>[ClH:1].[Cl:12][C:13]1[CH:32]=[CH:31][C:30]([C@H:40]([OH:39])[CH2:41][NH:36][CH3:37])=[CH:29][C:14]=1[C:15]([NH:17][CH2:18][C:19]12[CH2:28][CH:23]3[CH2:24][CH:25]([CH2:27][CH:21]([CH2:22]3)[CH2:20]1)[CH2:26]2)=[O:16] |f:3.4,8.9|. Reported procedure: m-Chloroperoxybenzoic acid (mCPBA) (50%, 0.44 g) was added portionwise over 10 minutes to a solution of 2-chloro-5-ethenyl-N-(tricyclo[3.3.1.13,7]dec-1-ylmethyl)benzamide (Example 9a)) (0.42 g)), (S,S)-[N,N′-bis(3,5-di-tertbutylsalicylidene)-1,2-cyclohexanediaminato(2-)]manganese(III) chloride (44 mg) and N-methylmorpholine (0.74 g) in dichloromethane (10 mL) at −78° C. After stirring for 8 hours, a further portion of mCPBA (0.13 g) was added and the solution was left to warm slowly to room temp... Reactants: O=C([O-])[O-], CC1=CCC(C)(C)c2cc(OS(=O)(=O)C(F)(F)F)c(C)cc21, CCOC(=O)c1ccc(N)cc1, Cc1ccccc1, [Cs+], [Cs+], CC(=O)[O-], CC(=O)[O-], [Pd+2], c1ccc(P(c2ccccc2)c2ccc3ccccc3c2-c2c(P(c3ccccc3)c3ccccc3)ccc3ccccc23)cc1. Yields the product CCOC(=O)c1ccc(Nc2cc3c(cc2C)C(C)=CCC3(C)C)cc1. As a reaction SMILES: [C:69](=[O:70])([O-:71])[O-:72].[CH3:1][c:2]1[c:3]([O:15][S:16]([C:17]([F:18])([F:19])[F:20])(=[O:21])=[O:22])[cH:4][c:5]2[c:10]([cH:11]1)[C:9]([CH3:12])=[CH:8][CH2:7][C:6]2([CH3:13])[CH3:14].[CH3:75][CH2:76][O:77][C:78](=[O:79])[c:80]1[cH:81][cH:82][c:83]([NH2:84])[cH:85][cH:86]1.[CH3:96][c:97]1[cH:98][cH:99][cH:100][cH:101][cH:102]1.[Cs+:73].[Cs+:74].[O-:88][C:89]([CH3:90])=[O:91].[O-:92][C:93]([CH3:94])=[O:95].[Pd+2:87].[cH:23]1[cH:24][cH:25][c:26]([P:27]([c:28]2[cH:29][cH:30][c:31]3[c:32]([cH:33][cH:34][cH:35][cH:36]3)[c:37]2-[c:38]2[c:39]3[c:40]([cH:41][cH:42][cH:43][cH:44]3)[cH:45][cH:46][c:47]2[P:48]([c:49]2[cH:50][cH:51][cH:52][cH:53][cH:54]2)[c:55]2[cH:56][cH:57][cH:58][cH:59][cH:60]2)[c:61]2[cH:62][cH:63][cH:64][cH:65][cH:66]2)[cH:67][cH:68]1>>[CH3:1][c:2]1[c:3]([NH:84][c:83]2[cH:82][cH:81][c:80]([C:78]([O:77][CH2:76][CH3:75])=[O:79])[cH:86][cH:85]2)[cH:4][c:5]2[c:10]([cH:11]1)[C:9]([CH3:12])=[CH:8][CH2:7][C:6]2([CH3:13])[CH3:14]. The reactants are ClC1=C(C(=CC=C1)F)CC#N ((2-chloro-6-fluorophenyl)acetonitrile), C([O-])([O-])=O.[Na+].[Na+] (sodium carbonate), P(=O)(O)(O)[O-].[Na+] (sodium dihydrogen phosphate), Cl.NO (hydroxylamine hydrochloride). The solvent is O (water), C(C)O (ethanol). Product: ClC1=C(C(=CC=C1)F)CC(N)=NO ((2-chloro-6-fluorophenyl)acetamidoxime). The yield is 41.0%. Reaction SMILES: [Cl:1][C:2]1[CH:7]=[CH:6][CH:5]=[C:4]([F:8])[C:3]=1[CH2:9][C:10]#[N:11].Cl.[NH2:13][OH:14].C(=O)([O-])[O-].[Na+].[Na+].P([O-])(O)(O)=O.[Na+]>C(O)C.O>[Cl:1][C:2]1[CH:7]=[CH:6][CH:5]=[C:4]([F:8])[C:3]=1[CH2:9][C:10](=[N:13][OH:14])[NH2:11] |f:1.2,3.4.5,6.7|. Reported procedure: 10.0 g (59 mmol) of (2-chloro-6-fluorophenyl)acetonitrile in 50 ml of ethanol were admixed with 7.0 g (101 mmol) of hydroxylamine hydrochloride and then with 7.5 g (71 mmol) of sodium carbonate dissolved in 30 ml of water. This mixture was refluxed for 4 h, poured into aqueous sodium dihydrogen phosphate buffer (pH 7.8) and extracted with methylene chloride, and the extract was dried over sodium sulfate. The solvent was removed under reduced pressure, and 4.9 g of product were obtained from the ...